This data is from the Open Reaction Database (ORD), a public repository of structured organic reaction records. The task is: describe an organic reaction: reactants, conditions, products, and yield Starting materials: NCC1=CC=CC(=N1)C=1N=C(SC1)N=C(N)N (4-(6-aminomethylpyridin-2-yl)-2-(diaminomethyleneamino)thiazole), N1=CC=CC=C1 (pyridine), CS(=O)(=O)Cl (Methanesulfonyl chloride), C([O-])([O-])=O.[K+].[K+] (potassium carbonate). The solvent is ClCCl (dichloromethane), O (water), C(C)(=O)OCC (ethyl acetate), O1CCCC1 (tetrahydrofuran). Conditions: time 23 hour. Product: NC(N)=NC=1SC=C(N1)C1=NC(=CC=C1)CNS(=O)(=O)C (2-(diaminomethyleneamino)-4-(6-methanesulfonylaminomethylpyridin-2-yl)thiazole). RXN SMILES: [CH3:1][S:2](Cl)(=[O:4])=[O:3].[NH2:6][CH2:7][C:8]1[N:13]=[C:12]([C:14]2[N:15]=[C:16]([N:19]=[C:20]([NH2:22])[NH2:21])[S:17][CH:18]=2)[CH:11]=[CH:10][CH:9]=1.N1C=CC=CC=1.C(=O)([O-])[O-].[K+].[K+]>ClCCl.O.C(OCC)(=O)C.O1CCCC1>[NH2:21][C:20](=[N:19][C:16]1[S:17][CH:18]=[C:14]([C:12]2[CH:11]=[CH:10][CH:9]=[C:8]([CH2:7][NH:6][S:2]([CH3:1])(=[O:4])=[O:3])[N:13]=2)[N:15]=1)[NH2:22] |f:3.4.5|. Procedure details: Methanesulfonyl chloride (0.58 ml) was added a mixture of 4-(6-aminomethylpyridin-2-yl)-2-(diaminomethyleneamino)thiazole (1.8 g) and pyridine (0.81 ml) in dichloromethane (40 ml) under ice-cooling and the mixture was stirred for 23 hours at ambient temperature. The reaction mixture was added a mixture of tetrahydrofuran, ethyl acetate and water and the mixture was adjusted to pH 9.5 with 20% aqueous potassium carbonate. The separated organic layer was washed with brine, dried over magnesium sul... Reactants: O(C1=CC=CC=C1)C1=C(C=C(C(=O)O)C=C1S(NC1=C(C=CC=C1)NC(C)=O)(=O)=O)N (4-phenoxy-3-amino-5-(2-acetamidophenylsulfamoyl)-benzoic acid), C(C1=CC=CO1)=O (furfural). Reaction conditions: time 16 hour. Yields the product O(C1=CC=CC=C1)C1=C(C=C(C(=O)O)C=C1S(NC1=C(C=CC=C1)NC(C)=O)(=O)=O)NCC1=CC=CO1 (4-phenoxy-3-furfurylamino-5-(2-acetamidophenylsulfamoyl)-benzoic acid). Reaction SMILES: [O:1]([C:8]1[C:16]([S:17](=[O:30])(=[O:29])[NH:18][C:19]2[CH:24]=[CH:23][CH:22]=[CH:21][C:20]=2[NH:25][C:26](=[O:28])[CH3:27])=[CH:15][C:11]([C:12]([OH:14])=[O:13])=[CH:10][C:9]=1[NH2:31])[C:2]1[CH:7]=[CH:6][CH:5]=[CH:4][CH:3]=1.[CH:32](=O)[C:33]1[O:37][CH:36]=[CH:35][CH:34]=1>>[O:1]([C:8]1[C:16]([S:17](=[O:30])(=[O:29])[NH:18][C:19]2[CH:24]=[CH:23][CH:22]=[CH:21][C:20]=2[NH:25][C:26](=[O:28])[CH3:27])=[CH:15][C:11]([C:12]([OH:14])=[O:13])=[CH:10][C:9]=1[NH:31][CH2:32][C:33]1[O:37][CH:36]=[CH:35][CH:34]=1)[C:2]1[CH:7]=[CH:6][CH:5]=[CH:4][CH:3]=1. Procedure: The starting material is prepared as follows: The mixture of 3.5 g of 4-phenoxy-3-amino-5-(2-acetamidophenylsulfamoyl)-benzoic acid and 30 ml of furfural is heated to 100° for five hours and allowed to stand at room temperature for 16 hours. It is evaporated under reduced pressure, the residue triturated with diethyl ether and dissolved in 75 ml of ethanol. Thereupon 2 g of sodium borohydride are added while stirring and cooling followed by another 0.5 g thereof after 4 hours and another 0.5 g t...